From a dataset of the Open Reaction Database (ORD), a public repository of structured organic reaction records. describe an organic reaction: reactants, conditions, products, and yield Reactants: ClC1=NC=C(C=C1C(=O)N[C@@H](C)C1=CC=C(C(=O)OC)C=C1)Cl (Methyl 4-((1S)-1-{[(2,5-dichloropyridin-3-yl)carbonyl]amino}ethyl)benzoate), ClC1=C(C=CC(=C1)Cl)O (2,4-dichlorophenol). Product: ClC=1C=C(C(=NC1)OC1=C(C=C(C=C1)Cl)Cl)C(=O)N[C@@H](C)C1=CC=C(C(=O)OC)C=C1 (Methyl 4-[(1S)-1-({[5-chloro-2-(2,4-dichlorophenoxy)pyridin-3-yl]carbonyl}amino)ethyl]benzoate). RXN SMILES: Cl[C:2]1[C:7]([C:8]([NH:10][C@H:11]([C:13]2[CH:22]=[CH:21][C:16]([C:17]([O:19][CH3:20])=[O:18])=[CH:15][CH:14]=2)[CH3:12])=[O:9])=[CH:6][C:5]([Cl:23])=[CH:4][N:3]=1.[Cl:24][C:25]1[CH:30]=[C:29]([Cl:31])[CH:28]=[CH:27][C:26]=1[OH:32]>>[Cl:23][C:5]1[CH:6]=[C:7]([C:8]([NH:10][C@H:11]([C:13]2[CH:22]=[CH:21][C:16]([C:17]([O:19][CH3:20])=[O:18])=[CH:15][CH:14]=2)[CH3:12])=[O:9])[C:2]([O:32][C:26]2[CH:27]=[CH:28][C:29]([Cl:31])=[CH:30][C:25]=2[Cl:24])=[N:3][CH:4]=1. Reported procedure: The title compound was prepared according to the procedure described in step 2 of Example 45 from methyl 4-((1S)-1-{[(2,5-dichloropyridin-3-yl)carbonyl]amino}ethyl)benzoate (step 1 of Example 48) and 2,4-dichlorophenol: 1H-NMR (CDCl3) δ 8.54 (1H, d, J=2.6 Hz), 8.09–7.99 (4H, m), 7.52 (1H, d, J=2.3 Hz), 7.44 (2H, d, J=8.2 Hz), 7.36 (1H, dd, J=8.7, 2.4 Hz), 7.26 (1H, d, J=8.7 Hz), 5.44–5.34 (1H, m), 3.89 (3H, s), 1.61 (3H, d, J=6.9 Hz). Reactants: [N-]=[N+]=[N-].[Na+] (Sodium azide), C(C1=CC=CC=C1)OC(=O)N1C[C@H]2O[C@H]2CC[C@H]1C ((1R,4R,7S)-4-Methyl-8-oxa-3-aza-bicyclo[5.1.0]octane-3-carboxylic acid benzyl ester), [Cl-].[NH4+] (ammonium chloride). Solvent: CO (MeOH), O (H2O). Product: C(C1=CC=CC=C1)OC(=O)N1[C@@H](CC[C@H]([C@@H](C1)O)N=[N+]=[N-])C ((2R,5R,6R)-5-Azido-6-hydroxy-2-methyl-azepane-1-carboxylic acid benzyl ester). The yield is 62.9%. As a reaction SMILES: [N-:1]=[N+:2]=[N-:3].[Na+].[CH2:5]([O:12][C:13]([N:15]1[C@H:22]([CH3:23])[CH2:21][CH2:20][C@H:19]2[C@H:17]([O:18]2)[CH2:16]1)=[O:14])[C:6]1[CH:11]=[CH:10][CH:9]=[CH:8][CH:7]=1.[Cl-].[NH4+]>CO.O>[CH2:5]([O:12][C:13]([N:15]1[CH2:16][C@@H:17]([OH:18])[C@H:19]([N:1]=[N+:2]=[N-:3])[CH2:20][CH2:21][C@H:22]1[CH3:23])=[O:14])[C:6]1[CH:11]=[CH:10][CH:9]=[CH:8][CH:7]=1 |f:0.1,3.4|. Procedure: Sodium azide (1.8 g, 27.7 mmol) was added to a (1R,4R,7S)-4-Methyl-8-oxa-3-aza-bicyclo[5.1.0]octane-3-carboxylic acid benzyl ester (2.4 g, 9.2 mmol, Example 1e) and ammonium chloride (1.48 g, 27.7 mmol) in MeOH (16 ml) and H2O (1.6 ml), then was refluxed overnight. The reaction mixture was concentrated in vacuo by rotary evaporation, then was diluted with water (5 ml) and extracted with EtOAc (10 ml). The organic layer was then extracted with water, brine, dried with MgSO4, filtered, concentrate... Reactants: C(N)(=O)C=1C(=C(C(=C(C1OC)[N+](=O)[O-])C(N)=O)OC)[N+](=O)[O-] (3,6-Dicarbamyl-l,4-dimethoxy-2,5-dinitrobenzene), CO (methanol), Cl (hydrochloric acid). Reagents/catalysts: [Pd] (Pd/C). The solvent is C(CCC)O.C(C)(=O)O.O (n-butanol acetic acid water). Run at time 4 hour. Product: C(N)(=O)C=1C(=C(C(=C(C1OC)N)C(N)=O)OC)N (3,6-Dicarbamyl-1,4-dimethoxy-2,5-diaminobenzene). Reaction SMILES: [C:1]([C:4]1[C:5]([N+:20]([O-])=O)=[C:6]([O:18][CH3:19])[C:7]([C:15](=[O:17])[NH2:16])=[C:8]([N+:12]([O-])=O)[C:9]=1[O:10][CH3:11])(=[O:3])[NH2:2].CO.Cl>[Pd].C(O)CCC.C(O)(=O)C.O>[C:15]([C:7]1[C:8]([NH2:12])=[C:9]([O:10][CH3:11])[C:4]([C:1](=[O:3])[NH2:2])=[C:5]([NH2:20])[C:6]=1[O:18][CH3:19])(=[O:17])[NH2:16] |f:4.5.6|. Procedure details: A mixture consisting of 561 mg (1.79 mmol) of 6, 50 mg of 5% Pd/C, and 100 mL of methanol was shaken under 50 psi of H2 for 4 hours. Upon completing the reduction, 10 mL of concentrated hydrochloric acid was added immediately to the reaction mixture with stirring. After filtering the acidified mixture through CELITE and washing with methanol, the solvents were evaporated in vacuo and the solid residue thoroughly dried. The 8·2HCl was purified by dissolution in a minimum amount of hot methanol fo... The reactants are FC1=CC=C(C=C1)C(CN1C=NC=C1)NC1=CC(=C(C(=O)OC)C=C1)C1=CC=C(C=C1)F (Methyl 4-[1-(4-fluorophenyl)-2-(imidazol-1-yl)ethylamino]-2-(4-fluorophenyl)benzoate), [OH-].[Na+] (sodium hydroxide). Solvent: CO (methanol). The product is FC1=CC=C(C=C1)N(C1=CC(=C(C(=O)O)C=C1)C1=CC=C(C=C1)F)CCN1C=NC=C1 (4-[-(4-fluorophenyl)-2-(imidazol-1-yl)ethylamino]-2-(4-fluorophenyl)benzoic acid). RXN SMILES: FC1C=CC([CH:8]([NH:15][C:16]2[CH:25]=[CH:24][C:19]([C:20]([O:22]C)=[O:21])=[C:18]([C:26]3[CH:31]=[CH:30][C:29]([F:32])=[CH:28][CH:27]=3)[CH:17]=2)[CH2:9][N:10]2[CH:14]=[CH:13][N:12]=[CH:11]2)=CC=1.[OH-].[Na+]>CO>[F:32][C:29]1[CH:30]=[CH:31][C:26]([N:15]([CH2:8][CH2:9][N:10]2[CH:14]=[CH:13][N:12]=[CH:11]2)[C:16]2[CH:25]=[CH:24][C:19]([C:20]([OH:22])=[O:21])=[C:18]([C:26]3[CH:27]=[CH:28][C:29]([F:32])=[CH:30][CH:31]=3)[CH:17]=2)=[CH:27][CH:28]=1 |f:1.2|. Reported procedure: Methyl 4-[1-(4-fluorophenyl)-2-(imidazol-1-yl)ethylamino]-2-(4-fluorophenyl)benzoate (4.36 g; 10 mmol) in methanol (100 ml) was treated with 2N aqueous sodium hydroxide solution (20 ml; 40 mmol) at reflux for 24 hours. After evaporation of the methanol, the residue was taken up in water, the pH adjusted to 4.5 with HCl 2N. The resulting precipitate was filtered, washed with water and pentane to give 4-[-(4-fluorophenyl)-2-(imidazol-1-yl)ethylamino]-2-(4-fluorophenyl)benzoic acid as a solid (4 g;... Starting materials: example 1 ( b ), C(C)(C)OC1=C(C(=O)O)C=C(C=C1)S(=O)(=O)C (2-Isopropoxy-5-methanesulfonyl-benzoic acid), CC=1N=C(SC1C)N1CCNCC1 (1-(4,5-dimethyl-thiazol-2-yl)-piperazine). The product is CC=1N=C(SC1C)N1CCN(CC1)C(=O)C1=C(C=CC(=C1)S(=O)(=O)C)OC(C)C ([4-(4,5-Dimethyl-thiazol-2-yl)-piperazin-1-yl]-(2-isopropoxy-5-methanesulfonyl-phenyl)-methanone). Isolated yield 65.0%. As a reaction SMILES: [CH:1]([O:4][C:5]1[CH:13]=[CH:12][C:11]([S:14]([CH3:17])(=[O:16])=[O:15])=[CH:10][C:6]=1[C:7]([OH:9])=O)([CH3:3])[CH3:2].[CH3:18][C:19]1[N:20]=[C:21]([N:25]2[CH2:30][CH2:29][NH:28][CH2:27][CH2:26]2)[S:22][C:23]=1[CH3:24]>>[CH3:18][C:19]1[N:20]=[C:21]([N:25]2[CH2:26][CH2:27][N:28]([C:7]([C:6]3[CH:10]=[C:11]([S:14]([CH3:17])(=[O:16])=[O:15])[CH:12]=[CH:13][C:5]=3[O:4][CH:1]([CH3:2])[CH3:3])=[O:9])[CH2:29][CH2:30]2)[S:22][C:23]=1[CH3:24]. Procedure: Prepared in analogy to example 1 (b) from 2-isopropoxy-5-methanesulfonyl-benzoic acid (Example A1) and 1-(4,5-dimethyl-thiazol-2-yl)-piperazine. The crude material was purified by chromatography (SiO2, ethyl acetate/heptane) followed by trituration in ether to yield the title compound as an off-white crystalline solid (yield 65%). MS (m/e): 584.3 (M+H+, 100%), 601.4 (M+NH4+, 60%). Reactants: C(C)(C)(C)OC(=O)CC(C(=O)N1C(OC[C@@H]1CC1=CC=CC=C1)=O)CCOC1=CC=C(C=C1)C1=CC=C(C=C1)C#N (N-[2-tert-butyloxycarbonylmethyl-4-(4-(4-cyanophenyl)phenoxy)butanoyl]-(S)-(-)-4-benzyl-2-oxazolidinone), OO (H2O2), [Li+].[OH-] (LiOH), C1CCOC1 (THF). Reaction conditions: temperature 0 celsius, time 1 hour. Product: C(C)(C)(C)OC(=O)CC(C(=O)O)CCOC1=CC=C(C=C1)C1=CC=C(C=C1)C#N (2-tert-butyloxycarbonylmethyl-4-[4-(4-cyanophenyl)phenoxy]butanoic acid). Isolated yield 52.0%. As a reaction SMILES: [C:1]([O:5][C:6]([CH2:8][CH:9]([CH2:25][CH2:26][O:27][C:28]1[CH:33]=[CH:32][C:31]([C:34]2[CH:39]=[CH:38][C:37]([C:40]#[N:41])=[CH:36][CH:35]=2)=[CH:30][CH:29]=1)C(N1[C@@H](CC2C=CC=CC=2)COC1=O)=O)=[O:7])([CH3:4])([CH3:3])[CH3:2].[OH:42]O.[Li+].[OH-].C1[CH2:50][O:49]CC1>>[C:1]([O:5][C:6]([CH2:8][CH:9]([CH2:25][CH2:26][O:27][C:28]1[CH:29]=[CH:30][C:31]([C:34]2[CH:39]=[CH:38][C:37]([C:40]#[N:41])=[CH:36][CH:35]=2)=[CH:32][CH:33]=1)[C:50]([OH:49])=[O:42])=[O:7])([CH3:3])([CH3:4])[CH3:2] |f:2.3|. Reported procedure: To a 0° C. solution in THF (200 mL) of N-[2-tert-butyloxycarbonylmethyl-4-(4-(4-cyanophenyl)phenoxy)butanoyl]-(S)-(-)-4-benzyl-2-oxazolidinone (7.05 g, 12.7 mmol) was added 30% aqueous H2O2 (3.0 mL, 50.8 mmol) and 1M aqueous LiOH (20.3 mL, 20.3 mmol) and the reaction mixture was stirred for one hour. The reaction mixture was quenched with saturated aqueous NaHSO3 and diluted with dichloromethane. The aqueous phase was made basic with aqueous 2N NaOH and extracted twice with dichloromethane. The ... The reactants are ClC=1C=C(C=CC1C(F)(F)F)C1=NC=2N(C(=C1)C(F)(F)F)N=CC2C(=O)O (5-(3-chloro-4-trifluoromethyl-phenyl)-7-trifluoromethyl-pyrazolo[1,5-a]pyrimidine-3-carboxylic acid), CS(=O)(=O)C=1C=C(C=CC1)N (3-methanesulfonyl-phenylamine), Cl (hydrochloride). Product: CS(=O)(=O)C=1C=C(C=CC1)NC(=O)C=1C=NN2C1N=C(C=C2C(F)(F)F)C2=CC(=C(C=C2)C(F)(F)F)Cl (5-(3-Chloro-4-trifluoromethyl-phenyl)-7-trifluoromethyl-pyrazolo[1,5-a]pyrimidine-3-carboxylic acid(3-methanesulfonyl-phenyl)-amide). RXN SMILES: [Cl:1][C:2]1[CH:3]=[C:4]([C:12]2[CH:17]=[C:16]([C:18]([F:21])([F:20])[F:19])[N:15]3[N:22]=[CH:23][C:24]([C:25](O)=[O:26])=[C:14]3[N:13]=2)[CH:5]=[CH:6][C:7]=1[C:8]([F:11])([F:10])[F:9].[CH3:28][S:29]([C:32]1[CH:33]=[C:34]([NH2:38])[CH:35]=[CH:36][CH:37]=1)(=[O:31])=[O:30].Cl>>[CH3:28][S:29]([C:32]1[CH:33]=[C:34]([NH:38][C:25]([C:24]2[CH:23]=[N:22][N:15]3[C:16]([C:18]([F:19])([F:20])[F:21])=[CH:17][C:12]([C:4]4[CH:5]=[CH:6][C:7]([C:8]([F:10])([F:9])[F:11])=[C:2]([Cl:1])[CH:3]=4)=[N:13][C:14]=23)=[O:26])[CH:35]=[CH:36][CH:37]=1)(=[O:30])=[O:31]. Procedure: The title compound was prepared from 5-(3-chloro-4-trifluoromethyl-phenyl)-7-trifluoromethyl-pyrazolo[1,5-a]pyrimidine-3-carboxylic acid (example C.17) and 3-methanesulfonyl-phenylamine [commercially available as hydrochloride] according to general procedure II. Yellow solid. MS (ISP) 561.1 [(M+H)+]; mp 268° C. Starting materials: CC(=O)N1CCc2cc(O)c(Br)cc21, OCC1=CC2CCCN2CC1, C1CCOC1, CCOC(C)=O, CCOC(=O)N=NC(=O)OCC, Oc1ccccc1, c1ccc(P(c2ccccc2)c2ccccc2)cc1. Yields the product CC(=O)N1CCc2cc(OCC3=CC4CCCN4CC3)c(Br)cc21. RXN SMILES: [C:1]([CH3:2])(=[O:3])[N:4]1[CH2:5][CH2:6][c:7]2[cH:8][c:9]([OH:14])[c:10]([Br:13])[cH:11][c:12]21.[CH2:15]1[CH2:16][CH2:17][N:18]2[CH2:19][CH2:20][C:21]([CH2:24][OH:25])=[CH:22][CH:23]12.[CH2:64]1[O:65][CH2:66][CH2:67][CH2:68]1.[CH3:69][CH2:70][O:71][C:72](=[O:73])[CH3:74].[O:45]=[C:46]([O:47][CH2:48][CH3:49])[N:50]=[N:51][C:52]([O:53][CH2:54][CH3:55])=[O:56].[OH:57][c:58]1[cH:59][cH:60][cH:61][cH:62][cH:63]1.[c:26]1([P:27]([c:28]2[cH:29][cH:30][cH:31][cH:32][cH:33]2)[c:34]2[cH:35][cH:36][cH:37][cH:38][cH:39]2)[cH:40][cH:41][cH:42][cH:43][cH:44]1>>[C:1]([CH3:2])(=[O:3])[N:4]1[CH2:5][CH2:6][c:7]2[cH:8][c:9]([O:14][CH2:24][C:21]3=[CH:22][CH:23]4[CH2:15][CH2:16][CH2:17][N:18]4[CH2:19][CH2:20]3)[c:10]([Br:13])[cH:11][c:12]21.